Dataset: the Open Reaction Database (ORD), a public repository of structured organic reaction records. Task: describe an organic reaction: reactants, conditions, products, and yield RXN SMILES: C(O[CH:5]([C:8]1[C:9]([F:14])=[N:10][CH:11]=[CH:12][CH:13]=1)[CH2:6][CH3:7])(=O)C.[H][H]>C(O)C.[Pd]>[CH2:5]([C:8]1[C:9]([F:14])=[N:10][CH:11]=[CH:12][CH:13]=1)[CH2:6][CH3:7]. Reported procedure: 3.50 g (17.7 mmol) of the product from example 49A are dissolved in 30 ml of ethanol and admixed with 2.00 g of 10% palladium on activated carbon. Hydrogenation is effected overnight in a hydrogen atmosphere under standard pressure. The mixture is filtered with suction, washed with ethanol and concentrated cautiously under reduced pressure. This affords 1.9 g of approx. 89% pure product (69% of theory), which is converted further without purification. Run in C(C)O (ethanol). Yields the product C(CC)C=1C(=NC=CC1)F (3-Propyl-2-fluoropyridine). Reagents/catalysts: [Pd] (palladium on activated carbon). The reactants are C(C)(=O)OC(CC)C=1C(=NC=CC1)F (1-(2-Fluoropyridin-3-yl)propyl Acetate), [H][H] (hydrogen). Reactants: BrC1=CC=C(CN2C(=NC3=C2C=CC(=C3)OCC3=NC2=CC=CC=C2C=C3)CC3(CCCC3)C(=O)OCC)C=C1 (ethyl 1-((1-(4-bromobenzyl)-5-(quinolin-2-ylmethoxy)-1H-benzo[d]imidazol-2-yl)methyl)cyclopentanecarboxylate), CC(C)OC1=C(C(=CC=C1)OC(C)C)C2=CC=CC=C2P(C3CCCCC3)C4CCCCC4 (RuPhos), N1CCOCC1 (morpholine), CC(C)(C)[O-].[Na+] (NaOt-Bu). The reagents and catalysts are CC(C)OC1=C(C(=CC=C1)OC(C)C)C2=CC=CC=C2P(C3CCCCC3)C4CCCCC4 (RuPhos). Run in C1(=CC=CC=C1)C (toluene). Conditions: time 1.5 hour. Yields the product O1CCN(CC1)C1=CC=C(CN2C(=NC3=C2C=CC(=C3)OCC3=NC2=CC=CC=C2C=C3)CC3(CCCC3)C(=O)OCC)C=C1 (Ethyl 1-((1-(4-morpholinobenzyl)-5-(quinolin-2-ylmethoxy)-1H-benzo[d]imidazol-2-yl)methyl)cyclopentanecarboxylate). RXN SMILES: Br[C:2]1[CH:40]=[CH:39][C:5]([CH2:6][N:7]2[C:11]3[CH:12]=[CH:13][C:14]([O:16][CH2:17][C:18]4[CH:27]=[CH:26][C:25]5[C:20](=[CH:21][CH:22]=[CH:23][CH:24]=5)[N:19]=4)=[CH:15][C:10]=3[N:9]=[C:8]2[CH2:28][C:29]2([C:34]([O:36][CH2:37][CH3:38])=[O:35])[CH2:33][CH2:32][CH2:31][CH2:30]2)=[CH:4][CH:3]=1.CC(OC1C=CC=C(OC(C)C)C=1C1C(P(C2CCCCC2)C2CCCCC2)=CC=CC=1)C.[NH:74]1[CH2:79][CH2:78][O:77][CH2:76][CH2:75]1.CC([O-])(C)C.[Na+]>CC(OC1C=CC=C(OC(C)C)C=1C1C(P(C2CCCCC2)C2CCCCC2)=CC=CC=1)C.C1(C)C=CC=CC=1>[O:77]1[CH2:78][CH2:79][N:74]([C:2]2[CH:40]=[CH:39][C:5]([CH2:6][N:7]3[C:11]4[CH:12]=[CH:13][C:14]([O:16][CH2:17][C:18]5[CH:27]=[CH:26][C:25]6[C:20](=[CH:21][CH:22]=[CH:23][CH:24]=6)[N:19]=5)=[CH:15][C:10]=4[N:9]=[C:8]3[CH2:28][C:29]3([C:34]([O:36][CH2:37][CH3:38])=[O:35])[CH2:33][CH2:32][CH2:31][CH2:30]3)=[CH:4][CH:3]=2)[CH2:75][CH2:76]1 |f:3.4|. Reported procedure: To a 5 mL microwave vial were added ethyl 1-((1-(4-bromobenzyl)-5-(quinolin-2-ylmethoxy)-1H-benzo[d]imidazol-2-yl)methyl)cyclopentanecarboxylate (50 mg, 0.08 mmol), RuPhos (4.0 mg, 0.008 mmol), RuPhos pre-catalyst (6.2 mg, 0.008 mmol), morpholine (10.3 μL, 0.12 mmol), NaOt-Bu (11 mg, 0.12 mmol) and toluene (0.85 mL). The vial was flushed with N2 then capped and placed in a heating block at 85° C. After 1.5 h, the mixture was cooled to RT. The mixture was diluted with EtOAc (10 mL) and washed wit... Starting materials: OCCCO (1,3-dihydroxypropane), [Si](C)(C)(C(C)(C)C)Cl (tert-butyldimethylsilyl chloride), [H-].[Na+] (sodium hydride). Run in O1CCCC1 (tetrahydrofuran), C(C)(=O)OCC (ethyl acetate), O1CCCC1 (tetrahydrofuran), O1CCCC1 (tetrahydrofuran). Reaction conditions: temperature 0 celsius, time 6 hour. Product: [Si](C)(C)(C(C)(C)C)OCCCO (1-tert-Butyldimethylsilyloxy-3-hydroxypropane). As a reaction SMILES: [H-].[Na+].[OH:3][CH2:4][CH2:5][CH2:6][OH:7].[Si:8](Cl)([C:11]([CH3:14])([CH3:13])[CH3:12])([CH3:10])[CH3:9]>O1CCCC1.C(OCC)(=O)C>[Si:8]([O:3][CH2:4][CH2:5][CH2:6][OH:7])([C:11]([CH3:14])([CH3:13])[CH3:12])([CH3:10])[CH3:9] |f:0.1|. Procedure: To a suspension of sodium hydride (0.1 mole) in anhydrous tetrahydrofuran (200 ml) cooled to 0° C. with stirring under an atmosphere of nitrogen is added a solution of 1,3-dihydroxypropane (0.1 mole) in tetrahydrofuran (150 ml) slowly over a period of 1 hour. Then a solution of tert-butyldimethylsilyl chloride (0.1 mole) in tetrahydrofuran (150 ml)is added slowly over a period of 1 hour. Stirring is continued for 6 hours.The mixture is then diluted with ethyl acetate (400 ml), washed with water ... The reactants are CC(=O)OC1CSC(Oc2cccnc2Br)C(OC(C)=O)C1OC(C)=O, OB(O)c1cc2ccccc2o1. The product is CC(=O)OC1CSC(Oc2cccnc2-c2cc3ccccc3o2)C(OC(C)=O)C1OC(C)=O. RXN SMILES: [C:1]([CH3:2])(=[O:3])[O:4][CH:5]1[CH:6]([O:7][c:8]2[c:9]([Br:14])[n:10][cH:11][cH:12][cH:13]2)[S:15][CH2:16][CH:17]([O:23][C:24]([CH3:25])=[O:26])[CH:18]1[O:19][C:20]([CH3:21])=[O:22].[o:27]1[c:28]([B:36]([OH:37])[OH:38])[cH:29][c:30]2[c:31]1[cH:32][cH:33][cH:34][cH:35]2>>[C:1]([CH3:2])(=[O:3])[O:4][CH:5]1[CH:6]([O:7][c:8]2[c:9](-[c:28]3[o:27][c:31]4[c:30]([cH:29]3)[cH:35][cH:34][cH:33][cH:32]4)[n:10][cH:11][cH:12][cH:13]2)[S:15][CH2:16][CH:17]([O:23][C:24]([CH3:25])=[O:26])[CH:18]1[O:19][C:20]([CH3:21])=[O:22]. Starting materials: C1CCOC1, COC(=O)c1cc2cc(N)ccc2s1, CCOC(C)=O, O=C(Cl)CCl, ClCCl, O. Yields the product COC(=O)c1cc2cc(NC(=O)CCl)ccc2s1. As a reaction SMILES: [CH2:23]1[O:24][CH2:25][CH2:26][CH2:27]1.[CH3:1][O:2][C:3](=[O:4])[c:5]1[cH:6][c:7]2[c:8]([s:9]1)[cH:10][cH:11][c:12]([NH2:14])[cH:13]2.[CH3:28][CH2:29][O:30][C:31]([CH3:32])=[O:33].[Cl:15][CH2:16][C:17](=[O:18])[Cl:19].[Cl:20][CH2:21][Cl:22].[OH2:34]>>[CH3:1][O:2][C:3](=[O:4])[c:5]1[cH:6][c:7]2[c:8]([s:9]1)[cH:10][cH:11][c:12]([NH:14][C:17]([CH2:16][Cl:15])=[O:18])[cH:13]2. Reactants: CC1=CC=C(C=C1)C(C)=O (4'-methylacetophenone), C[Si](C)(C)[N-][Si](C)(C)C.[Li+] (lithium bis(trimethylsilyl)amide), Cl[Si](C)(C)C (chlorotrimethylsilane), diethyl ester, C1(=CC=CC=C1)CSC(C(=O)O)C(=O)O ([(phenylmethyl)thio]-propanedioic acid). The solvent is C1CCOC1 (THF). Yields the product OC1=C(C(OC(=C1)C1=CC=C(C=C1)C)=O)SCC1=CC=CC=C1 (4-Hydroxy-6-(4-methylphenyl)-3-[(phenylmethyl)thio]-2H-pyran-2-one). Reaction SMILES: [CH3:1][C:2]1[CH:7]=[CH:6][C:5]([C:8](=[O:10])[CH3:9])=[CH:4][CH:3]=1.C[Si]([N-][Si](C)(C)C)(C)C.[Li+].Cl[Si](C)(C)C.[C:26]1([CH2:32][S:33][CH:34]([C:38](O)=[O:39])[C:35](O)=[O:36])[CH:31]=[CH:30][CH:29]=[CH:28][CH:27]=1>C1COCC1>[OH:39][C:38]1[CH:9]=[C:8]([C:5]2[CH:6]=[CH:7][C:2]([CH3:1])=[CH:3][CH:4]=2)[O:10][C:35](=[O:36])[C:34]=1[S:33][CH2:32][C:26]1[CH:31]=[CH:30][CH:29]=[CH:28][CH:27]=1 |f:1.2|. Reported procedure: The title compound was prepared by Method A using 4'-methylacetophenone (0.712 g, 5.31 mmol), lithium bis(trimethylsilyl)amide (0.977 g, 5.84 mmol), chlorotrimethylsilane (0.741 mL, 5.84 mmol), THF (58 mL), and diethyl ester of [(phenylmethyl)thio]-propanedioic acid (1.00 g, 3.54 mmol). m.p. dec. 205° C.; 1H NMR (400 MHz, DMSO-d6) δ2.37 (s, 3 H), 3.99 (s, 2 H), 6.69 (s, 1 H), 7.26 (m, 7 H), 7.68 (m, 2 H), 11.83 (bs, 1 H). The reactants are CC(C)(O)COCc1cccc(Br)n1, CCC(C)(C)O, [K+], [K+], NC(=O)c1cc(-c2ccc(C3(F)COC3)cc2)sc1N, O=C([O-])[O-], O=C(C=Cc1ccccc1)C=Cc1ccccc1, O=C(C=Cc1ccccc1)C=Cc1ccccc1, O=C(C=Cc1ccccc1)C=Cc1ccccc1, [Pd], [Pd]. Product: CC(C)(O)COCc1cccc(Nc2sc(-c3ccc(C4(F)COC4)cc3)cc2C(N)=O)n1. Reaction SMILES: [Br:21][c:22]1[cH:23][cH:24][cH:25][c:26]([CH2:28][O:29][CH2:30][C:31]([CH3:32])([OH:33])[CH3:34])[n:27]1.[C:41]([OH:42])([CH2:43][CH3:44])([CH3:45])[CH3:46].[K+:35].[K+:36].[NH2:1][c:2]1[s:3][c:4](-[c:10]2[cH:11][cH:12][c:13]([C:16]3([F:20])[CH2:17][O:18][CH2:19]3)[cH:14][cH:15]2)[cH:5][c:6]1[C:7](=[O:8])[NH2:9].[O-:37][C:38]([O-:39])=[O:40].[O:49]=[C:50]([CH:51]=[CH:52][c:53]1[cH:54][cH:55][cH:56][cH:57][cH:58]1)[CH:59]=[CH:60][c:61]1[cH:62][cH:63][cH:64][cH:65][cH:66]1.[O:67]=[C:68]([CH:69]=[CH:70][c:71]1[cH:72][cH:73][cH:74][cH:75][cH:76]1)[CH:77]=[CH:78][c:79]1[cH:80][cH:81][cH:82][cH:83][cH:84]1.[O:85]=[C:86]([CH:87]=[CH:88][c:89]1[cH:90][cH:91][cH:92][cH:93][cH:94]1)[CH:95]=[CH:96][c:97]1[cH:98][cH:99][cH:100][cH:101][cH:102]1.[Pd:47].[Pd:48]>>[NH:1]([c:2]1[s:3][c:4](-[c:10]2[cH:11][cH:12][c:13]([C:16]3([F:20])[CH2:17][O:18][CH2:19]3)[cH:14][cH:15]2)[cH:5][c:6]1[C:7](=[O:8])[NH2:9])[c:22]1[cH:23][cH:24][cH:25][c:26]([CH2:28][O:29][CH2:30][C:31]([CH3:32])([OH:33])[CH3:34])[n:27]1. RXN SMILES: [CH3:22][OH:23].[Cl:1][c:2]1[cH:3][c:4]([S:9](=[O:10])(=[O:11])[N:12]2[CH:13]([C:14](=[O:15])[OH:16])[CH2:17][CH2:18][CH2:19]2)[cH:5][c:6]([Cl:8])[cH:7]1.[Li+:21].[OH-:20]>>[Cl:1][c:2]1[cH:3][c:4]([S:9](=[O:10])(=[O:11])[N:12]2[CH:13]([C:14]([O:15][CH3:22])=[O:16])[CH2:17][CH2:18][CH2:19]2)[cH:5][c:6]([Cl:8])[cH:7]1. Reactants: CO, O=C(O)C1CCCN1S(=O)(=O)c1cc(Cl)cc(Cl)c1, [Li+], [OH-]. The product is COC(=O)C1CCCN1S(=O)(=O)c1cc(Cl)cc(Cl)c1. Reactants: O=C(O)Cc1ccc2c(c1)OCO2, CCNC(C)C. The reagents and catalysts are CCN=C=NCCCN(C)C.Cl (EDC-HCl), CCOC(=O)C(=NO)C#N (Oxyma). The solvent is CN(C)C=O (DMF), CN(C)C=O (DMF), CN(C)C=O (DMF), CN(C)C=O (DMF), CN(C)C=O (DMF), CN(C)C=O (DMF). Run at temperature 25 celsius, time 2 hour. The product is CCN(C(=O)Cc1ccc2c(c1)OCO2)C(C)C. Yield: 31.9%. As a reaction SMILES: CCNC(C)C.O=C(O)Cc1ccc2c(c1)OCO2.CCN=C=NCCCN(C)C.Cl.CCOC(=O)C(=NO)C#N.CN(C)C=O>>CCN(C(=O)Cc1ccc2c(c1)OCO2)C(C)C. Reactants: CCN=C=NCCCN(C)C, Cl, NCC1CCc2c(nc3cc(Cl)ccc3c2N)C1, CN(C)C=O, O=C(O)CC1CCSS1. Product: Nc1c2c(nc3cc(Cl)ccc13)CC(CNC(=O)CC1CCSS1)CC2. RXN SMILES: [CH3:29][N:30]([CH3:31])[CH2:32][CH2:33][CH2:34][N:35]=[C:36]=[N:37][CH2:38][CH3:39].[ClH:28].[NH2:1][CH2:2][CH:3]1[CH2:4][CH2:5][c:6]2[c:7]([NH2:18])[c:8]3[cH:9][cH:10][c:11]([Cl:17])[cH:12][c:13]3[n:14][c:15]2[CH2:16]1.[O:40]=[CH:41][N:42]([CH3:43])[CH3:44].[S:19]1[S:20][CH:21]([CH2:24][C:25](=[O:26])[OH:27])[CH2:22][CH2:23]1>>[NH:1]([CH2:2][CH:3]1[CH2:4][CH2:5][c:6]2[c:7]([NH2:18])[c:8]3[cH:9][cH:10][c:11]([Cl:17])[cH:12][c:13]3[n:14][c:15]2[CH2:16]1)[C:25]([CH2:24][CH:21]1[S:20][S:19][CH2:23][CH2:22]1)=[O:26].